From a dataset of the Open Reaction Database (ORD), a public repository of structured organic reaction records. describe an organic reaction: reactants, conditions, products, and yield The reactants are C(C)(C)(C)OC(=O)N(C(CN1C(=C(C2=CC=C(C=C12)C(=O)OC)C1CCCCC1)C1=C(C=CC=C1)C=O)C(=O)OC)C(=O)OC(C)(C)C (methyl 1-{2-[bis(tert-butoxycarbonyl)amino]-3-methoxy-3-oxopropyl}-3-cyclohexyl-2-(2-formylphenyl)-1H-indole-6-carboxylate), C(=O)(C(F)(F)F)O (TFA). The solvent is C(Cl)Cl (DCM). Run at time 20 minute. Product: NC(CN1C(=C(C2=CC=C(C=C12)C(=O)OC)C1CCCCC1)C1=C(C=CC=C1)C=O)C(=O)OC (methyl 1-(2-amino-3-methoxy-3-oxopropyl)-3-cyclohexyl-2-(2-formylphenyl)-1H-indole-6-carboxylate). As a reaction SMILES: C(OC([N:8](C(OC(C)(C)C)=O)[CH:9]([C:38]([O:40][CH3:41])=[O:39])[CH2:10][N:11]1[C:19]2[C:14](=[CH:15][CH:16]=[C:17]([C:20]([O:22][CH3:23])=[O:21])[CH:18]=2)[C:13]([CH:24]2[CH2:29][CH2:28][CH2:27][CH2:26][CH2:25]2)=[C:12]1[C:30]1[CH:35]=[CH:34][CH:33]=[CH:32][C:31]=1[CH:36]=[O:37])=O)(C)(C)C.C(O)(C(F)(F)F)=O>C(Cl)Cl>[NH2:8][CH:9]([C:38]([O:40][CH3:41])=[O:39])[CH2:10][N:11]1[C:19]2[C:14](=[CH:15][CH:16]=[C:17]([C:20]([O:22][CH3:23])=[O:21])[CH:18]=2)[C:13]([CH:24]2[CH2:25][CH2:26][CH2:27][CH2:28][CH2:29]2)=[C:12]1[C:30]1[CH:35]=[CH:34][CH:33]=[CH:32][C:31]=1[CH:36]=[O:37]. Procedure: To a solution of methyl 1-{2-[bis(tert-butoxycarbonyl)amino]-3-methoxy-3-oxopropyl}-3-cyclohexyl-2-(2-formylphenyl)-1H-indole-6-carboxylate in DCM (0.05 M) a large excess (>100 eq) of TFA was added and the solution stirred at RT for 20 min. Volatiles were removed in vacuo and the residue partitioned between EtOAc and aqueous NaHCO3. The organic phase was washed with brine before being dried over Na2SO4, filtered and the solvent evaporated in vacuo to afford the title compound (quant). MS (ES+) m... The reactants are B, CO, CSC, Cc1ccccc1, Cl, N#CCC1(C[N+](=O)[O-])CCCCC1, C1COCCO1. Product: NCCC1(C[N+](=O)[O-])CCCCC1. As a reaction SMILES: [BH3:4].[CH3:18][OH:19].[CH3:1][S:2][CH3:3].[CH3:21][c:22]1[cH:23][cH:24][cH:25][cH:26][cH:27]1.[ClH:20].[N+:5](=[O:6])([O-:7])[CH2:8][C:9]1([CH2:15][C:16]#[N:17])[CH2:10][CH2:11][CH2:12][CH2:13][CH2:14]1.[O:28]1[CH2:29][CH2:30][O:31][CH2:32][CH2:33]1>>[N+:5](=[O:6])([O-:7])[CH2:8][C:9]1([CH2:15][CH2:16][NH2:17])[CH2:10][CH2:11][CH2:12][CH2:13][CH2:14]1. Reactants: [N+](=O)([O-])C=1C=C(C=CC1)C=C(C(=O)OC(C)(C)C)C(C)=O (2-[(3-nitrophenyl)methylene]-3-oxobutanoic acid, 1,1-dimethylethyl ester), Cl.COC1=CC=C(CSC(N)=N)C=C1 (S-(4-methoxybenzyl)thiopseudourea, hydrochloride), C(C)(=O)[O-].[Na+] (sodium acetate), COC1=CC=C(C=C1)CSC=1NC(=C(C(N1)C1=CC(=CC=C1)[N+](=O)[O-])C(=O)OC(C)(C)C)C (1,4-dihydro-2-[[(4-methoxyphenyl)methyl]thio]-6-methyl-4-(3-nitrophenyl)-5-pyrimidinecarboxylic acid, 1,1-dimethylethyl ester), Cl (hydrochloric acid). Solvent: ClCCl (dichloromethane), CN(C=O)C (dimethylformamide), C(C)(=O)OCC (ethyl acetate), CCOCC (ether), hexanes. Yields the product Cl.COC1=CC=C(C=C1)CSC=1NC(=C(C(N1)C1=CC(=CC=C1)[N+](=O)[O-])C(=O)OC(C)(C)C)C (1,4-Dihydro-2-[[(4-methoxyphenyl)methyl]thio]-6-methyl-4-(3-nitrophenyl)-5-pyrimidinecarboxylic acid, 1,1-dimethylethyl ester, monohydrochloride). As a reaction SMILES: [N+](C1C=C(C=C(C(=O)C)C(OC(C)(C)C)=O)C=CC=1)([O-])=O.[ClH:22].COC1C=CC(CSC(=N)N)=CC=1.C([O-])(=O)C.[Na+].Cl.[CH3:42][O:43][C:44]1[CH:49]=[CH:48][C:47]([CH2:50][S:51][C:52]2[NH:53][C:54]([CH3:74])=[C:55]([C:67]([O:69][C:70]([CH3:73])([CH3:72])[CH3:71])=[O:68])[CH:56]([C:58]3[CH:63]=[CH:62][CH:61]=[C:60]([N+:64]([O-:66])=[O:65])[CH:59]=3)[N:57]=2)=[CH:46][CH:45]=1>CN(C)C=O.CCOCC.ClCCl.C(OCC)(=O)C>[ClH:22].[CH3:42][O:43][C:44]1[CH:45]=[CH:46][C:47]([CH2:50][S:51][C:52]2[NH:53][C:54]([CH3:74])=[C:55]([C:67]([O:69][C:70]([CH3:73])([CH3:72])[CH3:71])=[O:68])[CH:56]([C:58]3[CH:63]=[CH:62][CH:61]=[C:60]([N+:64]([O-:66])=[O:65])[CH:59]=3)[N:57]=2)=[CH:48][CH:49]=1 |f:1.2,3.4,11.12|. Procedure details: A solution of 2-[(3-nitrophenyl)methylene]-3-oxobutanoic acid, 1,1-dimethylethyl ester (28 g., 96.12 mmole) in dimethylformamide (98 ml.) is treated with S-(4-methoxybenzyl)thiopseudourea, hydrochloride (22.37 g., 96.12 mmole) and sodium acetate (7.9 g., 96.12 mmole). The mixture is heated at 60° overnight, diluted with ether, and filtered to remove sodium chloride. The filtrate is washed with water (150 ml.), sodium bicarbonate (150 ml.), and brine. The organic layer is dried over anhydrous mag... The reactants are Cl.N1CCC(CC1)N1C(COC2=C1C=CC=C2)=O (4-piperidin-4-yl-4H-benzo[1,4]oxazin-3-one hydrochloride), ClC1=CC=C(C=N1)C(=O)NC(C)C (6-Chloro-N-(1-methylethyl)pyridine-3-carboxamide). The product is ClC=1C=C(C=NC1N1CCC(CC1)N1C(COC2=C1C=CC=C2)=O)C(=O)NC(C)C (5-Chloro-N-(1-methylethyl)-6-[4-(3-oxo-2,3-dihydro-4H-1,4-benzoxazin-4-yl)piperidin-1-yl]pyridine-3-carboxamide). RXN SMILES: [ClH:1].[NH:2]1[CH2:7][CH2:6][CH:5]([N:8]2[C:13]3[CH:14]=[CH:15][CH:16]=[CH:17][C:12]=3[O:11][CH2:10][C:9]2=[O:18])[CH2:4][CH2:3]1.Cl[C:20]1[N:25]=[CH:24][C:23]([C:26]([NH:28][CH:29]([CH3:31])[CH3:30])=[O:27])=[CH:22][CH:21]=1>>[Cl:1][C:21]1[CH:22]=[C:23]([C:26]([NH:28][CH:29]([CH3:31])[CH3:30])=[O:27])[CH:24]=[N:25][C:20]=1[N:2]1[CH2:3][CH2:4][CH:5]([N:8]2[C:13]3[CH:14]=[CH:15][CH:16]=[CH:17][C:12]=3[O:11][CH2:10][C:9]2=[O:18])[CH2:6][CH2:7]1 |f:0.1|. Procedure details: The title compound was prepared from 4-piperidin-4-yl-4H-benzo[1,4]oxazin-3-one hydrochloride (WO 9502405) (0.13 g) and the product from example 117 step (i) (0.13 g) according to the method of example 115 step (ii). Yield 0.04 g as a solid. Reactants: CC1(C23C(C(C(C1)(O)C)O)C(C(CC2)C3)(C)C)C (2,2,4,7,7-Pentamethyltricyclo[6.2.1.01.6]undecane-4,5-diol), C(CC)=O (propionaldehyde), [Br-].[Li+] (lithium bromide), C1(=CC=C(C=C1)S(=O)(=O)O)C (p-toluenesulfonic acid), C([O-])(O)=O.[Na+] (sodium bicarbonate). The solvent is C1CCOC1 (THF). Run at time 1 hour. The product is C(C)C1OC2(CC(C34C(C2O1)C(C(CC3)C4)(C)C)(C)C)C (6-ethyl-2,2,4,10,10-pentamethyl-5,7-dioxatetracyclo[9.2.1.01.9,04.8]tetradecane). Isolated yield 43.0%. RXN SMILES: [CH3:1][C:2]1([CH3:18])[CH2:7][C:6]([CH3:9])([OH:8])[CH:5]([OH:10])[CH:4]2[C:11]([CH3:17])([CH3:16])[CH:12]3[CH2:15][C:3]12[CH2:14][CH2:13]3.[CH:19](=O)[CH2:20][CH3:21].[Br-].[Li+].C1(C)C=CC(S(O)(=O)=O)=CC=1.C(=O)(O)[O-].[Na+]>C1COCC1>[CH2:20]([CH:21]1[O:10][CH:5]2[C:6]([CH3:9])([CH2:7][C:2]([CH3:18])([CH3:1])[C:3]34[CH2:15][CH:12]([CH2:13][CH2:14]3)[C:11]([CH3:17])([CH3:16])[CH:4]42)[O:8]1)[CH3:19] |f:2.3,5.6|. Procedure details: A solution of 2,2,4,7,7-pentamethyltricyclo[6.2.1.01.6]undecane-4,5-diol (5b, 1.7 g, 6.6 mmol), propionaldehyde (2.0 g, 33 mmol), lithium bromide (75 mg) and p-toluenesulfonic acid (75 mg) in THF (30 ml) was stirred at r. t. for 1 h, then poured onto saturated aqueous sodium bicarbonate solution (50 ml) and extracted with MTBE (2×50 ml). The combined organic phases were washed with water (2×50 ml), dried (Na2SO4), concentrated in vacuo and the residue (1.9 g) purified by flash chromatography (MT...